This data is from the Open Reaction Database (ORD), a public repository of structured organic reaction records. The task is: describe an organic reaction: reactants, conditions, products, and yield The reactants are C1(=CC=CC=C1)C(CN)CN (2-phenyl-1,3-propanediamine), OS(=O)(=O)O (H2SO4), S(=O)(=O)(O)O.CSC(N)=N (2-methyl-2-thiopseudourea sulfate), CH3SC(NH)NH2. Run at temperature 265 celsius, time 5 minute. Product: S(=O)(=O)(O)O.NC=1NCC(CN1)C1=CC=CC=C1 (2-amino-5-phenyl-1,4,5,6-tetrahydropyrimidine sulfate). Yield: 51.3%. RXN SMILES: [C:1]1([CH:7]([CH2:10][NH2:11])[CH2:8][NH2:9])[CH:6]=[CH:5][CH:4]=[CH:3][CH:2]=1.[S:12]([OH:16])([OH:15])(=[O:14])=[O:13].CS[C:19](=N)[NH2:20].OS(O)(=O)=O>>[S:12]([OH:16])([OH:15])(=[O:14])=[O:13].[NH2:20][C:19]1[NH:11][CH2:10][CH:7]([C:1]2[CH:6]=[CH:5][CH:4]=[CH:3][CH:2]=2)[CH2:8][N:9]=1 |f:1.2,4.5|. Procedure details: A stirred mixture consisting of 3.25 g of 2-phenyl-1,3-propanediamine (prepared in accordance with Preparation C) and 3.02 g of 2-methyl-2-thiopseudourea sulfate ([CH3SC(NH)NH2 ]2.H2SO4) in a small flask is immersed in a 245° C. oil bath. The temperature is raised to 265° C. when the reaction mixture solidifies. When the reaction mixture melts again, it is stirred for about five minutes then is removed from the oil-bath. The contents are refluxed with 50 ml of methanol until a powder is formed. ...